From a dataset of the Open Reaction Database (ORD), a public repository of structured organic reaction records. describe an organic reaction: reactants, conditions, products, and yield Reactants: OCCN(C1=CC=C(C=C1)C=CC1=CC(CC(C1)(C)C)=C1C(N(C(N(C1=O)CC)=S)CC)=O)CCO ([3-[2-[4-[bis (2-hydroxyethyl) amino]phenyl]ethenyl] 5,5-dimethyl-2-cyclohexene-1-ylidene]-N,N'diethylthiobarbiturate), hexafluorobisphenol A bischloroformate, N1=CC=CC=C1 (pyridine), O1CCCC1 (THF). Reaction conditions: temperature 20 celsius. Yields the product OCCN(C1=CC=C(C=C1)C=CC1=CC(CC(C1)(C)C)=C1C(N(C(N(C1=O)CC)=O)CC)=O)CCO ([3-[2-[4-[bis(2-hydroxyethyl)amino]phenyl]ethenyl] 5,5-dimethyl-2-cyclohexene-1-ylidene]-N,N' diethylbarbiturate). As a reaction SMILES: [OH:1][CH2:2][CH2:3][N:4]([CH2:34][CH2:35][OH:36])[C:5]1[CH:10]=[CH:9][C:8]([CH:11]=[CH:12][C:13]2[CH2:18][C:17]([CH3:20])([CH3:19])[CH2:16][C:15](=[C:21]3[C:26](=[O:27])[N:25]([CH2:28][CH3:29])[C:24](=S)[N:23]([CH2:31][CH3:32])[C:22]3=[O:33])[CH:14]=2)=[CH:7][CH:6]=1.N1C=CC=CC=1.[O:43]1CCCC1>>[OH:1][CH2:2][CH2:3][N:4]([CH2:34][CH2:35][OH:36])[C:5]1[CH:10]=[CH:9][C:8]([CH:11]=[CH:12][C:13]2[CH2:18][C:17]([CH3:20])([CH3:19])[CH2:16][C:15](=[C:21]3[C:26](=[O:27])[N:25]([CH2:28][CH3:29])[C:24](=[O:43])[N:23]([CH2:31][CH3:32])[C:22]3=[O:33])[CH:14]=2)=[CH:7][CH:6]=1. Procedure: To 3.24 g of [3-[2-[4-[bis (2-hydroxyethyl) amino]phenyl]ethenyl] 5,5-dimethyl-2-cyclohexene-1-ylidene]-N,N'diethylthiobarbiturate and 2.93 g of hexafluorobisphenol A bischloroformate in 100 ml of THF (tetrahydrofuran) there was added dropwise in one hour 1.02 ml of pyridine, at 0° C. The reaction mixture was allowed to heat up to 20° C. After eighteen hours of stirring, the reaction product was precipitated in methanol. M.W.: 9,900, the Tg was measured to be 142°-148° C. Starting materials: CC(=O)OC(C)=O, O=Cc1cccc([N+](=O)[O-])c1, O, Cc1ccc2ccccc2n1. The product is O=[N+]([O-])c1cccc(C=Cc2ccc3ccccc3n2)c1. RXN SMILES: [CH3:1][C:2]([O:3][C:4](=[O:5])[CH3:6])=[O:7].[N+:19](=[O:20])([O-:21])[c:22]1[cH:23][c:24]([CH:25]=[O:26])[cH:27][cH:28][cH:29]1.[OH2:30].[n:8]1[c:9]([CH3:10])[cH:11][cH:12][c:13]2[cH:14][cH:15][cH:16][cH:17][c:18]12>>[n:8]1[c:9]([CH:10]=[CH:25][c:24]2[cH:23][c:22]([N+:19](=[O:20])[O-:21])[cH:29][cH:28][cH:27]2)[cH:11][cH:12][c:13]2[cH:14][cH:15][cH:16][cH:17][c:18]12. Reactants: CCOC(=O)CCCCOc1ccc(C(=N)NC(=O)OCc2ccccc2)cc1, CC(=O)O, Cl, [Na+], [OH-]. Yields the product N=C(NC(=O)OCc1ccccc1)c1ccc(OCCCCC(=O)O)cc1. RXN SMILES: [CH2:1]([c:2]1[cH:3][cH:4][cH:5][cH:6][cH:7]1)[O:8][C:9](=[O:10])[NH:11][C:12](=[NH:13])[c:14]1[cH:15][cH:16][c:17]([O:18][CH2:19][CH2:20][CH2:21][CH2:22][C:23](=[O:24])[O:25][CH2:26][CH3:27])[cH:28][cH:29]1.[CH3:33][C:34](=[O:35])[OH:36].[ClH:32].[Na+:31].[OH-:30]>>[CH2:1]([c:2]1[cH:3][cH:4][cH:5][cH:6][cH:7]1)[O:8][C:9](=[O:10])[NH:11][C:12](=[NH:13])[c:14]1[cH:15][cH:16][c:17]([O:18][CH2:19][CH2:20][CH2:21][CH2:22][C:23](=[O:24])[OH:25])[cH:28][cH:29]1. Starting materials: NN1C(C2=CC=CC=C2C(=N1)C(F)(F)F)=O (2-amino-4-(trifluoromethyl)phthalazin-1(2H)-one), CC1=CC=C(S1)CC(=O)O (2-(5-methylthiophen-2-yl)acetic acid). The product is CC1=CC=C(S1)CC(=O)NN1C(C2=CC=CC=C2C(=N1)C(F)(F)F)=O (2-(5-methyl-2-thienyl)-N-[1-oxo-4-(trifluoromethyl)phthalazin-2(1H)-yl]acetamide). RXN SMILES: [NH2:1][N:2]1[N:11]=[C:10]([C:12]([F:15])([F:14])[F:13])[C:9]2[C:4](=[CH:5][CH:6]=[CH:7][CH:8]=2)[C:3]1=[O:16].[CH3:17][C:18]1[S:22][C:21]([CH2:23][C:24](O)=[O:25])=[CH:20][CH:19]=1>>[CH3:17][C:18]1[S:22][C:21]([CH2:23][C:24]([NH:1][N:2]2[N:11]=[C:10]([C:12]([F:15])([F:13])[F:14])[C:9]3[C:4](=[CH:5][CH:6]=[CH:7][CH:8]=3)[C:3]2=[O:16])=[O:25])=[CH:20][CH:19]=1. Procedure: The product of Example 11B and 2-(5-methylthiophen-2-yl)acetic acid were treated using a method similar to that described in Example 5 to give the title compound. 1H NMR (300 MHz, DMSO-d6) δ ppm 11.85-11.96 (m, 1H), 8.43 (d, J=6.9 Hz, 1H), 8.10-8.17 (m, 1H), 8.01-8.08 (m, 2H), 6.81 (d, J=3.4 Hz, 1H), 6.66-6.68 (m, 1H), 3.84-3.85 (bs, 2H), 2.41 (d, J=0.8 Hz, 3H); MS (ESI+) M/Z 368 (M+H)+, 385 (M+NH4)+. Reactants: COC=1C=C(C(=O)OC)C=CC1OC (methyl 3,4-dimethoxybenzoate), C(C)(C)NC(C)C (diisopropylamine), [Li]CCCC (n-BuLi), [Li+].CC(C)[N-]C(C)C (LDA), C(CC(=O)C)(=O)OCC (ethyl acetoacetate), CN(CCN(C)C)C (N,N,N',N'-tetramethylethylenediamine). Solvent: C(C)OCC (diethyl ether), C(C)OCC (diethyl ether), C(C)OCC (diethyl ether). Run at temperature 0 celsius, time 45 minute. The product is COC=1C=C(C=CC1OC)C(CC(CC(=O)OC)=O)=O (Methyl 5-(3,4-dimethoxyphenyl)-3,5-dioxopentanoate), COC=1C=C(C=CC1OC)C(CC(CC(=O)O)=O)=O (5-(3,4-dimethoxyphenyl)-3,5-dioxopentanoic acid). RXN SMILES: C(NC(C)C)(C)C.[Li]CCCC.[C:13]([O:19][CH2:20]C)(=[O:18])[CH2:14][C:15]([CH3:17])=[O:16].[Li+].CC([N-]C(C)C)C.CN(C)CCN(C)C.[CH3:38][O:39][C:40]1[CH:41]=[C:42]([CH:47]=[CH:48][C:49]=1[O:50][CH3:51])[C:43]([O:45]C)=[O:44]>C(OCC)C>[CH3:38][O:39][C:40]1[CH:41]=[C:42]([C:43](=[O:44])[CH2:17][C:15](=[O:16])[CH2:14][C:13]([O:19][CH3:20])=[O:18])[CH:47]=[CH:48][C:49]=1[O:50][CH3:51].[CH3:38][O:39][C:40]1[CH:41]=[C:42]([C:43](=[O:45])[CH2:17][C:15](=[O:16])[CH2:14][C:13]([OH:19])=[O:18])[CH:47]=[CH:48][C:49]=1[O:50][CH3:51] |f:3.4|. Reported procedure: To a cold (-20° C.) solution of 8.9 mL (63.7 mmol) of diisopropylamine in 100 mL of diethyl ether under argon was added 28.1 mL (63.7 mmol; 2.27 M solution in hexanes) of n-BuLi via syringe and the solution was stirred at 0° C. for 45 min. In a separated flask, 3.315 g (25.5 mmol) of freshly distilled ethyl acetoacetate and 50 mL of diethyl ether were added and the solution was cooled to -78° C. To it, the above LDA solution was added via cannula, then 3.84 mL (25.5 mmol) of N,N,N',N'-tetramethy... Reactants: CC1=CC=CC2=C1SC1(C(OCC1)=O)C2=O (7-methyl-4',5'-dihydrospiro[benzo[b]thiophene-2(3H),3'(2'H)-furan]-3,2'-dione). The solvent is C(C)O.O (C2H5OH H2O). Product: CC1=CC=CC2=C1SC1(CC1)C2=O (7-Methylspiro[benzo[b]thiophene-2(3H),1'-cyclopropan]-3-one). RXN SMILES: [CH3:1][C:2]1[C:7]2[S:8][C:9]3([C:15](=[O:16])[C:6]=2[CH:5]=[CH:4][CH:3]=1)[CH2:13][CH2:12]OC3=O>C(O)C.O>[CH3:1][C:2]1[C:7]2[S:8][C:9]3([C:15](=[O:16])[C:6]=2[CH:5]=[CH:4][CH:3]=1)[CH2:13][CH2:12]3 |f:1.2|. Reported procedure: 7-Methylspiro[benzo[b]thiophene-2(3H),1'-cyclopropan]-3-one was prepared by a similar procedure to that of Example 8 except for the use of 7-methyl-4',5'-dihydrospiro[benzo[b]thiophene-2(3H),3'(2'H)-furan]-3,2'-dione obtained in Reference Example 11. Pale yellow needles [from C2H5OH--H2O (1:1)], mp 74°-75° C. Anal. Calcd. for C11H10OS: C, 69.44; H, 5.30. Found: C, 69.32; H, 5.07. The reactants are C([O-])(O)=O (bicarbonate), C([O-])(O)=O (bicarbonate), C(C)(C)(C)OC(N[C@@H]1C(N[C@@H]([C@@H](C1)C1=CC=CC=C1)C)=NN)=O (tert-butyl[(3S,5S,6R)-2-hydrazinylidene-6-methyl-5-phenylpiperidin-3-yl]carbamate), FC(C1(CC1)C(=O)O)(F)F (1-(trifluoromethyl)cyclopropanecarboxylic acid), ON1N=NC2=C1N=CC=C2 (1-hydroxy-7-azabenzotriazole), CN1CCOCC1 (N-methylmorpholine), Cl.CN(CCCN=C=NCC)C (1-(3-dimethylaminopropyl)-3-ethylcarbodiimide hydrochloride), C(C)(=O)O (acetic acid). The solvent is ClCCl (dichloromethane), C(C)#N (Acetonitrile). Conditions: time 1 hour. Yields the product C(C)(C)(C)OC(N[C@@H]1C=2N([C@@H]([C@@H](C1)C1=CC=CC=C1)C)C(=NN2)C2(CC2)C(F)(F)F)=O (tert-Butyl{(5R,6S,8S)-5-methyl-6-phenyl-3-[1-(trifluoromethyl)cyclopropyl]-5,6,7,8-tetrahydro[1,2,4]triazolo[4,3-a]pyridine-8-yl}carbamate). As a reaction SMILES: [C:1]([O:5][C:6](=[O:23])[NH:7][C@H:8]1[CH2:13][C@@H:12]([C:14]2[CH:19]=[CH:18][CH:17]=[CH:16][CH:15]=2)[C@@H:11]([CH3:20])[NH:10][C:9]1=[N:21][NH2:22])([CH3:4])([CH3:3])[CH3:2].[F:24][C:25]([F:33])([F:32])[C:26]1([C:29](O)=O)[CH2:28][CH2:27]1.ON1C2N=CC=CC=2N=N1.CN1CCOCC1.Cl.CN(C)CCCN=C=NCC.C(=O)(O)[O-].C(O)(=O)C>ClCCl.C(#N)C>[C:1]([O:5][C:6](=[O:23])[NH:7][C@H:8]1[CH2:13][C@@H:12]([C:14]2[CH:15]=[CH:16][CH:17]=[CH:18][CH:19]=2)[C@@H:11]([CH3:20])[N:10]2[C:29]([C:26]3([C:25]([F:33])([F:32])[F:24])[CH2:28][CH2:27]3)=[N:22][N:21]=[C:9]12)([CH3:2])([CH3:3])[CH3:4] |f:4.5|. Reported procedure: To a solution of crude tert-butyl[(3S,5S,6R)-2-hydrazinylidene-6-methyl-5-phenylpiperidin-3-yl]carbamate (99 mg, 0.31 mmol) in dichloromethane (3.1 mL) was added 1-(trifluoromethyl)cyclopropanecarboxylic acid (58 mg, 0.37 mmol), 1-hydroxy-7-azabenzotriazole (4.3 mg, 0.031 mmol), N-methylmorpholine (82 μL, 0.75 mmol) and 1-(3-dimethylaminopropyl)-3-ethylcarbodiimide hydrochloride (72 mg, 0.37 mmol). The mixture was stirred 1 h. Saturated aqueous bicarbonate was added, and the resulting mixture wa... Starting materials: C(C)(C)(C)C1=CC(=NO1)NC(=O)NC1=CC(=CC=C1)OC1=NC=NC2=CC(=C(C=C12)O)OC (1-(5-tert-butylisoxazol-3-yl)-3-(3-(6-hydroxy-7-methoxyquinazolin-4-yloxy)phenyl)urea), C(Cl)C1CO1 ((−) epichlorohydrin). Product: C(C)(C)(C)C1=CC(=NO1)NC(=O)NC1=CC(=CC=C1)OC1=NC=NC2=CC(=C(C=C12)OC[C@@H]1OC1)OC ((R)-1-(5-tert-butylisoxazol-3-yl)-3-(3-(7-methoxy-6-(oxiran-2-ylmethoxy)quinazolin-4-yloxy)phenyl)urea). The yield is 8.9%. Reaction SMILES: [C:1]([C:5]1[O:9][N:8]=[C:7]([NH:10][C:11]([NH:13][C:14]2[CH:19]=[CH:18][CH:17]=[C:16]([O:20][C:21]3[C:30]4[C:25](=[CH:26][C:27]([O:32][CH3:33])=[C:28]([OH:31])[CH:29]=4)[N:24]=[CH:23][N:22]=3)[CH:15]=2)=[O:12])[CH:6]=1)([CH3:4])([CH3:3])[CH3:2].[CH2:34]([CH:36]1[O:38][CH2:37]1)Cl>>[C:1]([C:5]1[O:9][N:8]=[C:7]([NH:10][C:11]([NH:13][C:14]2[CH:19]=[CH:18][CH:17]=[C:16]([O:20][C:21]3[C:30]4[C:25](=[CH:26][C:27]([O:32][CH3:33])=[C:28]([O:31][CH2:34][C@H:36]5[CH2:37][O:38]5)[CH:29]=4)[N:24]=[CH:23][N:22]=3)[CH:15]=2)=[O:12])[CH:6]=1)([CH3:4])([CH3:2])[CH3:3]. Procedure: 1-(5-tert-butylisoxazol-3-yl)-3-(3-(6-hydroxy-7-methoxyquinazolin-4-yloxy)phenyl)urea (320 mg, 0.712 mol) and (R) (−) epichlorohydrin (288 μL, 3.56 mmol) were reacted using the same procedureas described before from Example 111A to afford (R)-1-(5-tert-butylisoxazol-3-yl)-3-(3-(7-methoxy-6-(oxiran-2-ylmethoxy)quinazolin-4-yloxy)phenyl)urea (160 mg, 44%). LC-MS (ESI) m/z 506 (M+H)+. Run in C(C)(=O)OCC.CCCCCC (ethyl acetate n-hexane), O1CCCC1 (tetrahydrofuran), O1CCCC1 (tetrahydrofuran). Yields the product CN(S(=O)(=O)C)C1=NC(=C(C(=N1)C1=CC=C(C=C1)F)/C=C/[C@@H]1C[C@@H](OC(O1)(C)C)CC(=O)N(C)OC)C(C)C (E-(6-{2-[2-(N-methyl-N-methanesulfonylamino)-4-(4-fluorophenyl)-6-isopropyl-pyrimidin-5-yl]vinyl}-[(4R,6S)-2,2-dimethyl-[1,3]dioxan-4-yl])-N-methoxy-N-methyl-acetamide). Reaction SMILES: C1(P(=O)(C2C=CC=CC=2)[CH2:8][C:9]2[C:10]([C:24]3[CH:29]=[CH:28][C:27]([F:30])=[CH:26][CH:25]=3)=[N:11][C:12]([N:18]([CH3:23])[S:19]([CH3:22])(=[O:21])=[O:20])=[N:13][C:14]=2[CH:15]([CH3:17])[CH3:16])C=CC=CC=1.[CH:38]([C@H:40]1[O:45][C:44]([CH3:47])([CH3:46])[O:43][C@@H:42]([CH2:48][C:49]([N:51]([O:53][CH3:54])[CH3:52])=[O:50])[CH2:41]1)=O.C[Si]([N-][Si](C)(C)C)(C)C.[Na+].[Cl-].[NH4+]>O1CCCC1.C(OCC)(=O)C.CCCCCC>[CH3:23][N:18]([C:12]1[N:11]=[C:10]([C:24]2[CH:29]=[CH:28][C:27]([F:30])=[CH:26][CH:25]=2)[C:9](/[CH:8]=[CH:38]/[C@H:40]2[O:45][C:44]([CH3:47])([CH3:46])[O:43][C@@H:42]([CH2:48][C:49]([N:51]([O:53][CH3:54])[CH3:52])=[O:50])[CH2:41]2)=[C:14]([CH:15]([CH3:16])[CH3:17])[N:13]=1)[S:19]([CH3:22])(=[O:21])=[O:20] |f:2.3,4.5,7.8|. Starting materials: [Cl-].[NH4+] (ammonium chloride), C1(=CC=CC=C1)P(CC=1C(=NC(=NC1C(C)C)N(S(=O)(=O)C)C)C1=CC=C(C=C1)F)(C1=CC=CC=C1)=O (Diphenyl[2-(N-methyl-N-methanesulfonylamino)-4-(4-fluorophenyl)-6-isopropyl-pyrimidin-5-ylmethyl]phosphine oxide), C(=O)[C@@H]1C[C@@H](OC(O1)(C)C)CC(=O)N(C)OC (2-[(4R,6S)-6-formyl-2,2-dimethyl-[1,3]dioxan-4-yl]-N-methoxy-N-methyl-acetamide), C[Si](C)(C)[N-][Si](C)(C)C.[Na+] (sodium bis(trimethylsilyl)amide). The yield is 75.3%. Reported procedure: Diphenyl[2-(N-methyl-N-methanesulfonylamino)-4-(4-fluorophenyl)-6-isopropyl-pyrimidin-5-ylmethyl]phosphine oxide (10.9 g), 2-[(4R,6S)-6-formyl-2,2-dimethyl-[1,3]dioxan-4-yl]-N-methoxy-N-methyl-acetamide (4.5 g), and tetrahydrofuran (90.0 mL) were added to a reactor under nitrogen atmosphere. The reaction mixture was cooled to −40˜−30° C. A solution of sodium bis(trimethylsilyl)amide in tetrahydrofuran (1M, 20.0 mL) was slowly added to the reaction mixture, while maintaining the temperature of −4... Starting materials: Intermediate 31, CC=1OC(=C(N1)C1=CC=C(N)C=C1)C1=C2C(=NC=C1)N(C=C2)S(=O)(=O)C2=CC=C(C=C2)C (4-(2-methyl-5-{1-[(4-methylphenyl)sulfonyl]-1H-pyrrolo[2,3-b]pyridin-4-yl}-1,3-oxazol-4-yl)aniline), CN(C(=O)Cl)C (dimethylcarbamoyl chloride). Product: CN(C(=O)NC1=CC=C(C=C1)C=1N=C(OC1C1=C2C(=NC=C1)N(C=C2)S(=O)(=O)C2=CC=C(C=C2)C)C)C (N,N-dimethyl-N′-[4-(2-methyl-5-{1-[(4-methylphenyl)sulfonyl]-1H-pyrrolo[2,3-b]pyridin-4-yl}-1,3-oxazol-4-yl)phenyl]urea). Reaction SMILES: [CH3:1][C:2]1[O:3][C:4]([C:14]2[CH:19]=[CH:18][N:17]=[C:16]3[N:20]([S:23]([C:26]4[CH:31]=[CH:30][C:29]([CH3:32])=[CH:28][CH:27]=4)(=[O:25])=[O:24])[CH:21]=[CH:22][C:15]=23)=[C:5]([C:7]2[CH:13]=[CH:12][C:10]([NH2:11])=[CH:9][CH:8]=2)[N:6]=1.[CH3:33][N:34]([CH3:38])[C:35](Cl)=[O:36]>>[CH3:33][N:34]([CH3:38])[C:35]([NH:11][C:10]1[CH:9]=[CH:8][C:7]([C:5]2[N:6]=[C:2]([CH3:1])[O:3][C:4]=2[C:14]2[CH:19]=[CH:18][N:17]=[C:16]3[N:20]([S:23]([C:26]4[CH:31]=[CH:30][C:29]([CH3:32])=[CH:28][CH:27]=4)(=[O:25])=[O:24])[CH:21]=[CH:22][C:15]=23)=[CH:13][CH:12]=1)=[O:36]. Procedure details: Following the procedure described for Intermediate 31 with 4-(2-methyl-5-{1-[(4-methylphenyl)sulfonyl]-1H-pyrrolo[2,3-b]pyridin-4-yl}-1,3-oxazol-4-yl)aniline and dimethylcarbamoyl chloride provided the title product. ESMS[M+H]+: 516.2